From a dataset of the Open Reaction Database (ORD), a public repository of structured organic reaction records. describe an organic reaction: reactants, conditions, products, and yield Starting materials: C1(=CC=CC=C1)C1(CCNCCO1)C1=CC=CC=C1 (7,7-diphenyl-hexahydro-1,4-oxazepine), C([O-])([O-])=O.[K+].[K+] (potassium carbonate), ClCC#N (chloroacetonitrile), O (water). The solvent is CN(C=O)C (dimethylformamide), CN(C=O)C (dimethylformamide). The product is C(#N)CN1CCOC(CC1)(C1=CC=CC=C1)C1=CC=CC=C1 (4-cyanomethyl-7,7-diphenyl-hexahydro-1,4-oxazepine). As a reaction SMILES: [C:1]1([C:7]2([C:14]3[CH:19]=[CH:18][CH:17]=[CH:16][CH:15]=3)[O:13][CH2:12][CH2:11][NH:10][CH2:9][CH2:8]2)[CH:6]=[CH:5][CH:4]=[CH:3][CH:2]=1.C(=O)([O-])[O-].[K+].[K+].Cl[CH2:27][C:28]#[N:29].O>CN(C)C=O>[C:28]([CH2:27][N:10]1[CH2:9][CH2:8][C:7]([C:1]2[CH:2]=[CH:3][CH:4]=[CH:5][CH:6]=2)([C:14]2[CH:15]=[CH:16][CH:17]=[CH:18][CH:19]=2)[O:13][CH2:12][CH2:11]1)#[N:29] |f:1.2.3|. Procedure details: To the solution of 2.5 g of 7,7-diphenyl-hexahydro-1,4-oxazepine in 5 ml of dimethylformamide, 1.5 g of anhydrous potassium carbonate are added while stirring, followed by the dropwise addition of the solution of 0.85 g of chloroacetonitrile in 2 ml of dimethylformamide and the suspension is stirred for 5 hours at room temperature. It is poured onto a mixture of ice and water, the aqueous phase extracted twice with 20 ml of diethyl ether each, the extract dried, filtered and evaporated. The resi... The reactants are C([O-])([O-])=O.[Ba+2] (barium carbonate), CCCCC1C(C(CCC(CCCC(CCCC(/C(=C/C(C(CC(CC(CC(CC(CCCC/C(=C/C(C(OC1=O)C(C)C(CCCNC(=N)N)O)C)/C)O)O)O)O)O)O[C@@H]2[C@H]([C@@H]([C@H](O2)CO)O)O)/C)O)O)O)C)O.S(=O)(=O)([O-])[O-] (primycin sulfate). Run in C(C)(=O)O (acetic acid), CO (methanol). Reaction conditions: time 10 minute. Yields the product CCCCC1C(C(CCC(CCCC(CCCC(/C(=C/C(C(CC(CC(CC(CC(CCCC/C(=C/C(C(OC1=O)C(C)C(CCCNC(=N)N)O)C)/C)O)O)O)O)O)O[C@@H]2[C@H]([C@@H]([C@H](O2)CO)O)O)/C)O)O)O)C)O.C(C)(=O)[O-] (primycin acetate). Isolated yield 186.3%. RXN SMILES: C(=O)([O-])[O-].[Ba+2].[CH3:6][CH2:7][CH2:8][CH2:9][CH:10]1[C:45](=[O:46])[O:44][CH:43]([CH:47]([CH:49]([OH:57])[CH2:50][CH2:51][CH2:52][NH:53][C:54]([NH2:56])=[NH:55])[CH3:48])[CH:42]([CH3:58])[CH:41]=[C:40]([CH3:59])[CH2:39][CH2:38][CH2:37][CH2:36][CH:35]([OH:60])[CH2:34][CH:33]([OH:61])[CH2:32][CH:31]([OH:62])[CH2:30][CH:29]([OH:63])[CH2:28][CH:27]([OH:64])[CH:26]([O:65][C@H:66]2[O:70][C@H:69]([CH2:71][OH:72])[C@@H:68]([OH:73])[C@@H:67]2[OH:74])[CH:25]=[C:24]([CH3:75])[CH:23]([OH:76])[CH2:22][CH2:21][CH2:20][CH:19]([OH:77])[CH2:18][CH2:17][CH2:16][CH:15]([OH:78])[CH2:14][CH2:13][CH:12]([CH3:79])[CH:11]1[OH:80].S([O-])([O-])(=O)=O>C(O)(=O)C.CO>[CH3:6][CH2:7][CH2:8][CH2:9][CH:10]1[C:45](=[O:46])[O:44][CH:43]([CH:47]([CH:49]([OH:57])[CH2:50][CH2:51][CH2:52][NH:53][C:54]([NH2:56])=[NH:55])[CH3:48])[CH:42]([CH3:58])[CH:41]=[C:40]([CH3:59])[CH2:39][CH2:38][CH2:37][CH2:36][CH:35]([OH:60])[CH2:34][CH:33]([OH:61])[CH2:32][CH:31]([OH:62])[CH2:30][CH:29]([OH:63])[CH2:28][CH:27]([OH:64])[CH:26]([O:65][C@H:66]2[O:70][C@H:69]([CH2:71][OH:72])[C@@H:68]([OH:73])[C@@H:67]2[OH:74])[CH:25]=[C:24]([CH3:75])[CH:23]([OH:76])[CH2:22][CH2:21][CH2:20][CH:19]([OH:77])[CH2:18][CH2:17][CH2:16][CH:15]([OH:78])[CH2:14][CH2:13][CH:12]([CH3:79])[CH:11]1[OH:80].[C:45]([O-:46])(=[O:44])[CH3:10] |f:0.1,2.3,6.7|. Procedure details: 0.88 g (4.459 millimoles) of anhydrous barium carbonate is stirred in 10 ml of acetic acid at 100° C. until the solid goes completely into solution. The solvent is removed in vacuo. The residue is dissolved in 20 ml of methanol, and the solution is poured into a suspension of 10 g (8.87 millimoles) of primycin sulfate in 600 ml of methanol. The suspension is heated to boiling for 10 minutes under constant stirring. The precipitated barium sulfate is filtered off through a Celite filtration auxil... Starting materials: ClC=1N=C2SC=CN2C1S(=O)(=O)Cl ((6-chloroimidazo[2,1-b][1,3]thiazol-5-yl)sulfonyl chloride), C(CCC)[Li] (n-butyllithium), hexanes, N1C=C(C2=CC=CC=C12)CC(=O)O (3-indolylacetic acid). The solvent is C1CCOC1 (THF), C1CCOC1 (THF). Run at time 1 hour. Product: ClC=1N=C2SC=CN2C1S(=O)(=O)N1C=C(C2=CC=CC=C12)CC(=O)O ({1-[(6-Chloroimidazo[2,1-b][1,3]thiazol-5-yl)sulfonyl]-1H-indol-3-yl}acetic acid). As a reaction SMILES: [NH:1]1[C:9]2[C:4](=[CH:5][CH:6]=[CH:7][CH:8]=2)[C:3]([CH2:10][C:11]([OH:13])=[O:12])=[CH:2]1.C([Li])CCC.[Cl:19][C:20]1[N:21]=[C:22]2[N:26]([C:27]=1[S:28](Cl)(=[O:30])=[O:29])[CH:25]=[CH:24][S:23]2>C1COCC1>[Cl:19][C:20]1[N:21]=[C:22]2[N:26]([C:27]=1[S:28]([N:1]1[C:9]3[C:4](=[CH:5][CH:6]=[CH:7][CH:8]=3)[C:3]([CH2:10][C:11]([OH:13])=[O:12])=[CH:2]1)(=[O:30])=[O:29])[CH:25]=[CH:24][S:23]2. Reported procedure: A stirred solution of 3-indolylacetic acid (175 mg, 1.00 mmol) in THF is cooled to −78° C. under nitrogen and treated portionwise with 2.5 M n-butyllithium in hexanes (0.84 mL, 2.10 mmol) over a 10 min. period. After 1 h at −78° C., the reaction mixture is treated with (6-chloroimidazo[2,1-b][1,3]thiazol-5-yl)sulfonyl chloride (257 mg, 1.00 mmol) in THF, allowed to warm to ambient temperature, stirred for 24 h and concentrated in vacuo. The resultant residue is treated with 1 M aq HCl (˜2 mL) an... Starting materials: C1CCOC1, C=C1c2nc(-c3cnc(OC)c(OC)c3)ccc2C(=O)N1c1cnn(CC(F)(F)F)c1, [Pd]. Yields the product COc1cc(-c2ccc3c(n2)C(C)N(c2cnn(CC(F)(F)F)c2)C3=O)cnc1OC. RXN SMILES: [CH2:32]1[O:33][CH2:34][CH2:35][CH2:36]1.[CH3:1][O:2][c:3]1[cH:4][c:5](-[c:11]2[cH:12][cH:13][c:14]3[c:15]([n:16]2)[C:17](=[CH2:31])[N:18]([c:21]2[cH:22][n:23][n:24]([CH2:26][C:27]([F:28])([F:29])[F:30])[cH:25]2)[C:19]3=[O:20])[cH:6][n:7][c:8]1[O:9][CH3:10].[Pd:37]>>[CH3:1][O:2][c:3]1[cH:4][c:5](-[c:11]2[cH:12][cH:13][c:14]3[c:15]([n:16]2)[CH:17]([CH3:31])[N:18]([c:21]2[cH:22][n:23][n:24]([CH2:26][C:27]([F:28])([F:29])[F:30])[cH:25]2)[C:19]3=[O:20])[cH:6][n:7][c:8]1[O:9][CH3:10]. Starting materials: O=C(O)c1cc(Br)cc(S(F)(F)(F)(F)F)c1, CNOC, CCN(C(C)C)C(C)C, ClCCl, Cl, O=S(Cl)Cl. Yields the product CON(C)C(=O)c1cc(Br)cc(S(F)(F)(F)(F)F)c1. As a reaction SMILES: [Br:1][c:2]1[cH:3][c:4]([C:5](=[O:6])[OH:7])[cH:8][c:9]([S:11]([F:12])([F:13])([F:14])([F:15])[F:16])[cH:10]1.[CH3:18][NH:19][O:20][CH3:21].[CH:22]([N:23]([CH2:24][CH3:25])[CH:26]([CH3:27])[CH3:28])([CH3:29])[CH3:30].[Cl:35][CH2:36][Cl:37].[ClH:17].[S:31]([Cl:32])([Cl:33])=[O:34]>>[Br:1][c:2]1[cH:3][c:4]([C:5](=[O:6])[N:19]([CH3:18])[O:20][CH3:21])[cH:8][c:9]([S:11]([F:12])([F:13])([F:14])([F:15])[F:16])[cH:10]1. The reactants are Cn1ncc(NC(=O)c2nc(Br)sc2NC(=O)OC(C)(C)C)c1N1CCCC(NC(=O)OCc2ccccc2)CC1, CC1(C)OB(c2ccccc2C(F)(F)F)OC1(C)C, CC(=O)[O-], ClCCl, [K+], [Na+], [Na+], O=C([O-])[O-], O. Yields the product Cn1ncc(NC(=O)c2nc(-c3ccccc3C(F)(F)F)sc2NC(=O)OC(C)(C)C)c1N1CCCC(NC(=O)OCc2ccccc2)CC1. Reaction SMILES: [CH2:1]([c:2]1[cH:3][cH:4][cH:5][cH:6][cH:7]1)[O:8][C:9]([NH:10][CH:11]1[CH2:12][CH2:13][N:14]([c:18]2[n:19]([CH3:40])[n:20][cH:21][c:22]2[NH:23][C:24](=[O:25])[c:26]2[n:27][c:28]([Br:39])[s:29][c:30]2[NH:31][C:32](=[O:33])[O:34][C:35]([CH3:36])([CH3:37])[CH3:38])[CH2:15][CH2:16][CH2:17]1)=[O:41].[CH3:42][C:43]1([CH3:44])[C:45]([CH3:46])([CH3:47])[O:48][B:49]([c:50]2[c:51]([C:56]([F:57])([F:58])[F:59])[cH:52][cH:53][cH:54][cH:55]2)[O:60]1.[CH3:68][C:69](=[O:70])[O-:71].[Cl:72][CH2:73][Cl:74].[K+:67].[Na+:61].[Na+:62].[O-:63][C:64](=[O:65])[O-:66].[OH2:75]>>[CH2:1]([c:2]1[cH:3][cH:4][cH:5][cH:6][cH:7]1)[O:8][C:9]([NH:10][CH:11]1[CH2:12][CH2:13][N:14]([c:18]2[n:19]([CH3:40])[n:20][cH:21][c:22]2[NH:23][C:24](=[O:25])[c:26]2[n:27][c:28](-[c:50]3[c:51]([C:56]([F:57])([F:58])[F:59])[cH:52][cH:53][cH:54][cH:55]3)[s:29][c:30]2[NH:31][C:32](=[O:33])[O:34][C:35]([CH3:36])([CH3:37])[CH3:38])[CH2:15][CH2:16][CH2:17]1)=[O:41].